This data is from the Open Reaction Database (ORD), a public repository of structured organic reaction records. The task is: describe an organic reaction: reactants, conditions, products, and yield Starting materials: CCOc1cc(F)c(C(=O)c2cc(Br)ccc2Cl)cc1F, CC#N, ClC(Cl)Cl, [Na+], [Na+], O=C([O-])[O-]. The product is CCOc1cc(F)c(Cc2cc(Br)ccc2Cl)cc1F. As a reaction SMILES: [Br:1][c:2]1[cH:3][cH:4][c:5]([Cl:21])[c:6]([C:8](=[O:9])[c:10]2[c:11]([F:20])[cH:12][c:13]([O:17][CH2:18][CH3:19])[c:14]([F:16])[cH:15]2)[cH:7]1.[C:28](#[N:29])[CH3:30].[CH:31]([Cl:32])([Cl:33])[Cl:34].[Na+:22].[Na+:23].[O-:24][C:25](=[O:26])[O-:27]>>[Br:1][c:2]1[cH:3][cH:4][c:5]([Cl:21])[c:6]([CH2:8][c:10]2[c:11]([F:20])[cH:12][c:13]([O:17][CH2:18][CH3:19])[c:14]([F:16])[cH:15]2)[cH:7]1. Reactants: CN(C)C=O, O=c1[nH]c(=O)n(C2CC2)c2cc(F)c(F)cc12, [H-], O=[N+]([O-])c1ccc(NO)c([N+](=O)[O-])c1, [Na+], C1CCOC1, C1COCCO1. Yields the product Nn1c(=O)c2cc(F)c(F)cc2n(C2CC2)c1=O. As a reaction SMILES: [CH3:39][N:40]([CH3:41])[CH:42]=[O:43].[CH:1]1([n:4]2[c:5](=[O:17])[nH:6][c:7](=[O:16])[c:8]3[cH:9][c:10]([F:15])[c:11]([F:14])[cH:12][c:13]23)[CH2:2][CH2:3]1.[H-:23].[N+:25]([c:26]1[cH:27][c:28]([N+:29]([O-:30])=[O:31])[cH:32][cH:33][c:34]1[NH:35][OH:36])([O-:37])=[O:38].[Na+:24].[O:18]1[CH2:19][CH2:20][CH2:21][CH2:22]1.[O:44]1[CH2:45][CH2:46][O:47][CH2:48][CH2:49]1>>[CH:1]1([n:4]2[c:5](=[O:17])[n:6]([NH2:25])[c:7](=[O:16])[c:8]3[cH:9][c:10]([F:15])[c:11]([F:14])[cH:12][c:13]23)[CH2:2][CH2:3]1.